From a dataset of the Open Reaction Database (ORD), a public repository of structured organic reaction records. describe an organic reaction: reactants, conditions, products, and yield Isolated yield 73.0%. As a reaction SMILES: [C:1](=O)([O-])[O-].[K+].[K+].[I-].[K+].[F:9][C:10]1[CH:11]=[C:12]2[C:16](=[CH:17][CH:18]=1)[NH:15][CH:14]=[C:13]2[CH2:19][CH:20]1[CH2:25][CH2:24][NH:23][CH2:22][CH2:21]1.Cl[CH2:27][CH2:28][N:29]1[CH2:34][CH2:33][N:32]([C:35]2[CH:40]=[CH:39][CH:38]=[CH:37][C:36]=2[O:41][CH3:42])[CH2:31][CH2:30]1>C(#N)C.O>[F:9][C:10]1[CH:11]=[C:12]2[C:16](=[CH:17][CH:18]=1)[NH:15][CH:14]=[C:13]2[CH2:19][CH:20]1[CH2:25][CH2:24][N:23]([CH2:1][CH2:27][CH2:28][N:29]2[CH2:34][CH2:33][N:32]([C:35]3[CH:40]=[CH:39][CH:38]=[CH:37][C:36]=3[O:41][CH3:42])[CH2:31][CH2:30]2)[CH2:22][CH2:21]1 |f:0.1.2,3.4|. Reactants: C([O-])([O-])=O.[K+].[K+] (potassium carbonate), [I-].[K+] (potassium iodide), FC=1C=C2C(=CNC2=CC1)CC1CCNCC1 (4-(5-fluoro-1H-indol-3-yl)methylpiperidine), ClCCN1CCN(CC1)C1=C(C=CC=C1)OC (1-(2-chloroethyl)-4-(2-methoxyphenyl)piperazine). The solvent is C(C)#N (acetonitrile), O (water). Yields the product FC=1C=C2C(=CNC2=CC1)CC1CCN(CC1)CCCN1CCN(CC1)C1=C(C=CC=C1)OC (5-Fluoro-3-(1-{3-[4-(2-methoxyphenyl)piperazin-1-yl]propyl}piperidin-4-ylmethyl)-1H-indole). Procedure details: Pulverized potassium carbonate (0.33 g, 2.4 mmole) and potassium iodide (0.40 g, 2.4 mmole) was added to a mixture of 4-(5-fluoro-1H-indol-3-yl)methylpiperidine (0.5 g, 2.3 mmole) and 1-(2-chloroethyl)-4-(2-methoxyphenyl)piperazine (0.58 g, 2.3 mmole) in 20 ml of acetonitrile. The resulting mixture was heated to reflux under nitrogen for 3 hours. After cooling, it was diluted with water (150 ml) and the product extracted into ethyl acetate (50 ml). The organic layer was washed with water (50 ml)... The reactants are BrC(C(=O)Cl)CBr (2,3-dibromopropionyl chloride), Cl.CC(C#N)(C(C)C)N (2,3-dimethyl-2-aminobutyronitrile hydrochloride), [OH-].[Na+] (sodium hydroxide), O (water). Run in ClCCl (dichloromethane), ClCCl (dichloromethane). Yields the product C(#N)C(C(C)C)(C)NC(C(CBr)Br)=O (N-(1-cyano-1,2-dimethylpropyl)-2,3-Dibromopropionamide). As a reaction SMILES: Cl.[CH3:2][C:3]([NH2:9])([CH:6]([CH3:8])[CH3:7])[C:4]#[N:5].[OH-].[Na+].O.[Br:13][CH:14]([CH2:18][Br:19])[C:15](Cl)=[O:16]>ClCCl>[C:4]([C:3]([NH:9][C:15](=[O:16])[CH:14]([Br:13])[CH2:18][Br:19])([CH3:2])[CH:6]([CH3:8])[CH3:7])#[N:5] |f:0.1,2.3|. Procedure: A mixture of 4.5 g (0.03 mole) of the 2,3-dimethyl-2-aminobutyronitrile hydrochloride, 4.8 g (0.06 mole) of 50% aqueous sodium hydroxide, 15 ml of dichloromethane and 15 ml of water was prepared. A second solution of 7.5 g (0.03 mole) of 2,3-dibromopropionyl chloride in 15 ml dichloromethane was added with rapid stirring to the first mixture at 10°-15° C. The mixture was then allowed to reach room temperature. Procedure: A solution of 30 g. (0.14 mole) of 1-cyclopropyl-3-dimethylamino-1-phenyl-1-propanol in 200 ml. of 48% hydrogen bromide was heated at 100° C. for several minutes and then concentrated on a rotating evaporator. The residual oil was dissolved in isopropanol and treated with ether to give an amorphous solid. Recrystallization of the solid from ethyl acetate gave a nearly pure isomer which after additional recrystallization from isopropylmethyl ketone melted at 128°-130° C. The yield was 2.6 g. (5.2... Reaction SMILES: [CH:1]1([C:4]([C:11]2[CH:16]=[CH:15][CH:14]=[CH:13][CH:12]=2)(O)[CH2:5][CH2:6][N:7]([CH3:9])[CH3:8])[CH2:3][CH2:2]1.[BrH:17]>>[BrH:17].[Br:17][CH2:3][CH2:2][CH2:1][C:4]([C:11]1[CH:16]=[CH:15][CH:14]=[CH:13][CH:12]=1)=[CH:5][CH2:6][N:7]([CH3:9])[CH3:8] |f:2.3|. Starting materials: C1(CC1)C(CCN(C)C)(O)C1=CC=CC=C1 (1-cyclopropyl-3-dimethylamino-1-phenyl-1-propanol), Br (hydrogen bromide). Product: Br.BrCCCC(=CCN(C)C)C1=CC=CC=C1 (6-Bromo-N,N-dimethyl-3-phenyl-2-hexenylamine Hydrobromide). Reactants: CCO, O=C(Cc1ccc(C(F)(F)F)cc1)c1ccc(F)cc1, NN, O. Yields the product NN=C(Cc1ccc(C(F)(F)F)cc1)c1ccc(F)cc1. As a reaction SMILES: [CH3:24][CH2:25][OH:26].[F:1][c:2]1[cH:3][cH:4][c:5]([C:8]([CH2:9][c:10]2[cH:11][cH:12][c:13]([C:16]([F:17])([F:18])[F:19])[cH:14][cH:15]2)=[O:20])[cH:6][cH:7]1.[NH2:22][NH2:23].[OH2:21]>>[F:1][c:2]1[cH:3][cH:4][c:5]([C:8]([CH2:9][c:10]2[cH:11][cH:12][c:13]([C:16]([F:17])([F:18])[F:19])[cH:14][cH:15]2)=[N:22][NH2:23])[cH:6][cH:7]1. The reactants are CCCCO, CCCC[N+](CCCC)(CCCC)CCCC, CC(=O)[O-], ClC(Cl)Cl, O=S([O-])c1ccc(Cl)cc1, [I-], [K+], [Na+], O=S(Cl)Cl, OCc1cnco1. Yields the product O=S(=O)(Cc1cnco1)c1ccc(Cl)cc1. As a reaction SMILES: [CH2:28]([OH:29])[CH2:30][CH2:31][CH3:32].[CH2:34]([N+:35]([CH2:36][CH2:37][CH2:38][CH3:39])([CH2:40][CH2:41][CH2:42][CH3:43])[CH2:44][CH2:45][CH2:46][CH3:47])[CH2:48][CH2:49][CH3:50].[CH3:24][C:25](=[O:26])[O-:27].[CH:51]([Cl:52])([Cl:53])[Cl:54].[Cl:12][c:13]1[cH:14][cH:15][c:16]([S:19](=[O:20])[O-:21])[cH:17][cH:18]1.[I-:33].[K+:23].[Na+:22].[S:1]([Cl:2])([Cl:3])=[O:4].[o:5]1[cH:6][n:7][cH:8][c:9]1[CH2:10][OH:11]>>[o:5]1[cH:6][n:7][cH:8][c:9]1[CH2:10][S:19]([c:16]1[cH:15][cH:14][c:13]([Cl:12])[cH:18][cH:17]1)(=[O:20])=[O:21]. Reactants: CC1(OC2=C(C1)C(=CC=C2N2C(OC(=N2)N(C)OC)=O)C)C (3-(2,3-Dihydro-2,2,4-trimethylbenzofuran-7-yl)-5-(N-methoxy, N-methylamino)-1,3,4-oxadiazol-2(3H)-one), C(C)(C)N(CC)C(C)C (N,N-diisopropyl-N-ethylamine). The solvent is CO (methanol). Yields the product CC1(OC2=C(C1)C(=CC=C2N2C(OC(=N2)NC)=O)C)C (3-(2,3-Dihydro-2,2,4-trimethylbenzofuran-7-yl)-5-(methylamino)-1,3,4-oxadiazol-2(3H)-one). Reaction SMILES: [CH3:1][C:2]1([CH3:22])[CH2:6][C:5]2[C:7]([CH3:21])=[CH:8][CH:9]=[C:10]([N:11]3[N:15]=[C:14]([N:16](OC)[CH3:17])[O:13][C:12]3=[O:20])[C:4]=2[O:3]1.C(N(C(C)C)CC)(C)C>CO>[CH3:1][C:2]1([CH3:22])[CH2:6][C:5]2[C:7]([CH3:21])=[CH:8][CH:9]=[C:10]([N:11]3[N:15]=[C:14]([NH:16][CH3:17])[O:13][C:12]3=[O:20])[C:4]=2[O:3]1. Reported procedure: A solution of 3.0 g of 3, 75 ml of methanol and 1.3 g of N,N-diisopropyl-N-ethylamine was warmed on a steam bath for 18 hours. The solvent was evaporated under reduced pressure, the residue was mixed with 75 ml of water and the mixture was extracted with ether. The extract was dried (MgSO4) and the solvent was evaporated under reduced pressure. The residue was flash-chromatographed over silica gel, using a 2:15:33 v:v:v mixture of THF, ethyl acetate and hexane as eluent. Two products were obtain...